From a dataset of the Open Reaction Database (ORD), a public repository of structured organic reaction records. describe an organic reaction: reactants, conditions, products, and yield Reactants: C(C)(C)(C)OC(=O)N1CC=2N=CN=C(C2C1)OC=1C=C2C=CN(C2=CC1)C(NC1=CC(=CC=C1)C(F)(F)F)=O (4-[1-(3-trifluoromethyl-phenylcarbamoyl)-1H-indol-5-yloxy]-5,7-dihydro pyrrolo[3,4-d]pyrimidine-6-carboxylic acid tert-butyl ester), C(=O)(C(F)(F)F)O (TFA). Solvent: C(Cl)Cl (DCM). Conditions: time 1 hour. Yields the product FC(C=1C=C(C=CC1)NC(=O)N1C=CC2=CC(=CC=C12)OC=1C2=C(N=CN1)CNC2)(F)F (5-(6,7-dihydro-5H-pyrrolo[3,4-d]pyrimidin-4-yloxy)-indole-1-carboxylic acid (3-trifluoromethyl phenyl)-amide). As a reaction SMILES: C(OC([N:8]1[CH2:16][C:15]2[C:14]([O:17][C:18]3[CH:19]=[C:20]4[C:24](=[CH:25][CH:26]=3)[N:23]([C:27](=[O:39])[NH:28][C:29]3[CH:34]=[CH:33][CH:32]=[C:31]([C:35]([F:38])([F:37])[F:36])[CH:30]=3)[CH:22]=[CH:21]4)=[N:13][CH:12]=[N:11][C:10]=2[CH2:9]1)=O)(C)(C)C.C(O)(C(F)(F)F)=O>C(Cl)Cl>[F:38][C:35]([F:36])([F:37])[C:31]1[CH:30]=[C:29]([NH:28][C:27]([N:23]2[C:24]3[C:20](=[CH:19][C:18]([O:17][C:14]4[C:15]5[CH2:16][NH:8][CH2:9][C:10]=5[N:11]=[CH:12][N:13]=4)=[CH:26][CH:25]=3)[CH:21]=[CH:22]2)=[O:39])[CH:34]=[CH:33][CH:32]=1. Procedure details: To a solution of 4-[1-(3-trifluoromethyl-phenylcarbamoyl)-1H-indol-5-yloxy]-5,7-dihydro pyrrolo[3,4-d]pyrimidine-6-carboxylic acid tert-butyl ester in DCM (20 mL), TFA (20 mL, 260 mmol) is added at 0° C. The reaction is allowed to reach room temperature and stirred for an additional 1 h. TFA/DCM are evaporated and then the product is taken up in EtOAc (100 mL) and washed with dilute NH4OH in H2O (20 mL). The organic layer is separated and the water layer is extracted further with EtOAc (2×). The... Reactants: C1(CCCCC1)N=C=NC1CCCCC1 (dicyclohexylcarbodiimide), C(=O)(O)C=1C=C(C=CC1)N1N=NN=C1S (1-(3-carboxyphenyl)-5-mercaptotetrazole), C(=O)NNC1=CC=C(N)C=C1 (4-(2-formylhydrazino)aniline). The solvent is CN(C=O)C (dimethylformamide), CN(C=O)C (dimethylformamide). Reaction conditions: time 3 hour. Yields the product SC1=NN=NN1C1=CC(=CC=C1)C(NC1=CC=C(C=C1)NNC=O)=O (5-Mercapto-1-{3-[4-(2-Formylhydrazino)Phenylcarbamoyl]Phenyl}Tetrazole). Isolated yield 25.4%. RXN SMILES: [C:1]([C:4]1[CH:5]=[C:6]([N:10]2[C:14]([SH:15])=[N:13][N:12]=[N:11]2)[CH:7]=[CH:8][CH:9]=1)([OH:3])=O.[CH:16]([NH:18][NH:19][C:20]1[CH:26]=[CH:25][C:23]([NH2:24])=[CH:22][CH:21]=1)=[O:17].C1(N=C=NC2CCCCC2)CCCCC1>CN(C)C=O>[SH:15][C:14]1[N:10]([C:6]2[CH:7]=[CH:8][CH:9]=[C:4]([C:1](=[O:3])[NH:24][C:23]3[CH:22]=[CH:21][C:20]([NH:19][NH:18][CH:16]=[O:17])=[CH:26][CH:25]=3)[CH:5]=2)[N:11]=[N:12][N:13]=1. Procedure: In 50 ml of dimethylformamide were dissolved 11.1 g of 1-(3-carboxyphenyl)-5-mercaptotetrazole and 7.6 g of 4-(2-formylhydrazino)aniline, and a solution of 10.3 g of dicyclohexylcarbodiimide in 10 ml of dimethylformamide was added dropwise to the solution at 0° C. in a nitrogeneous atmosphere over about 30 minutes. After the addition, the mixture was stirred at room temperature for 3 hours. The precipitated dicyclohexylurea was separated by filtration, and the filtrate was added to 500 ml of ice... The reactants are Cl.NC1=C(SC(=C1)Cl)S(=O)(=O)N (3-amino-5-chlorothiophene-2-sulfonamide hydrochloride), CC(CN=C=S)CC (2-methylbutyl isothiocyanate). Yields the product NC1=C(SC(=C1)Cl)S(=O)(=O)NC(=S)NCC(CC)C (N-(3-Amino-5-chloro-2-thienylsulfonyl)-N′-(2-methylbutyl)thiourea), example 3-a. The yield is 28.0%. As a reaction SMILES: Cl.[NH2:2][C:3]1[CH:7]=[C:6]([Cl:8])[S:5][C:4]=1[S:9]([NH2:12])(=[O:11])=[O:10].[CH3:13][CH:14]([CH2:19][CH3:20])[CH2:15][N:16]=[C:17]=[S:18]>>[NH2:2][C:3]1[CH:7]=[C:6]([Cl:8])[S:5][C:4]=1[S:9]([NH:12][C:17]([NH:16][CH2:15][CH:14]([CH3:13])[CH2:19][CH3:20])=[S:18])(=[O:10])=[O:11] |f:0.1|. Procedure details: The title compound was prepared from 3-amino-5-chlorothiophene-2-sulfonamide hydrochloride and 2-methylbutyl isothiocyanate by a procedure analogous to the procedure described in example 3-a (yield 28%); mp 116.5-118° C., 1H-NMR (DMSO-d6): δ0.8 (2 d, 6H, 2×CH3), 1.10 (m, 1H), 1.30 (m, 1H), 1.65 (m, 1H), 3.40 (m, 2H+HDO, CH2), 6.45 (br, 2H, NH2), 6.65 (s, 1H, H-4), 8.25 (br t, 1H, NH), 11.3 (br s, 1H). Reactants: C/C(/C(=O)OCC)=C\C(C1=CC=C(C=C1)C)=O ((E)-Ethyl 2-methyl-4-oxo-4-p-tolylbut-2-enoate), [NH4+].[OH-] (NH4OH). Solvent: CCOC(=O)C (EtOAc), CS(=O)C (DMSO). Run at time 8 hour. Yields the product NC(C(=O)OCC)(CC(C1=CC=C(C=C1)C)=O)C (Ethyl 2-amino-2-methyl-4-oxo-4-p-tolylbutanoate). The yield is 55.2%. RXN SMILES: [CH3:1]/[C:2](=[CH:8]\[C:9](=[O:17])[C:10]1[CH:15]=[CH:14][C:13]([CH3:16])=[CH:12][CH:11]=1)/[C:3]([O:5][CH2:6][CH3:7])=[O:4].[NH4+:18].[OH-]>CS(C)=O.CCOC(C)=O>[NH2:18][C:2]([CH3:1])([CH2:8][C:9](=[O:17])[C:10]1[CH:15]=[CH:14][C:13]([CH3:16])=[CH:12][CH:11]=1)[C:3]([O:5][CH2:6][CH3:7])=[O:4] |f:1.2|. Reported procedure: To a solution of Intermediate 102A (1.067 g, 4.59 mmol) in DMSO (20 mL) under argon was added NH4OH (18.04 mL, 271 mmol) and the reaction mixture was stirred at rt overnight. The reaction mixture was diluted with EtOAc (75 mL) and washed sequentially with water (40 mL) and brine (20 mL). The organic phase was dried over MgSO4 and concentrated in vacuo to give a yellow oil. The oil was purified by silica gel chromatography (120 g silica gel) to provide the desired product (0.632 g, 55%) as a clea... Reactants: CC(=O)O[BH-](OC(C)=O)OC(C)=O, Cc1ccc(N)cc1, CC(C)=O, ClCCl, [Na+]. Product: Cc1ccc(NC(C)C)cc1. Reaction SMILES: [C:13]([O:14][BH-:15]([O:16][C:17](=[O:18])[CH3:19])[O:20][C:21](=[O:22])[CH3:23])(=[O:24])[CH3:25].[CH3:1][c:2]1[cH:3][cH:4][c:5]([NH2:6])[cH:7][cH:8]1.[CH3:9][C:10]([CH3:11])=[O:12].[Cl:27][CH2:28][Cl:29].[Na+:26]>>[CH3:1][c:2]1[cH:3][cH:4][c:5]([NH:6][CH:10]([CH3:9])[CH3:11])[cH:7][cH:8]1. Starting materials: C(C1=CC=CC=C1)[C@@H]1N(C(OC1)=O)C(C(CC=C)C1=CC(=C(C=C1)Cl)Cl)=O ((S)-4-benzyl-3-(2-(3,4-dichlorophenyl)pent-4-enoyl)-2-oxazolidinone), OO (hydrogen peroxide), O1CCCC1 (tetrahydrofuran), O.[OH-].[Li+] (lithium hydroxide hydrate). Run in O (water). Run at time 2 hour. Yields the product ClC=1C=C(C=CC1Cl)[C@@H](C(=O)O)CC=C ((S)-2-(3,4-dichlorophenyl)pent-4-enoic acid). As a reaction SMILES: C([C@H]1COC(=O)N1[C:14](=[O:27])[CH:15]([C:19]1[CH:24]=[CH:23][C:22]([Cl:25])=[C:21]([Cl:26])[CH:20]=1)[CH2:16][CH:17]=[CH2:18])C1C=CC=CC=1.[O:28]1CCCC1.O.[OH-].[Li+].OO>O>[Cl:26][C:21]1[CH:20]=[C:19]([C@H:15]([CH2:16][CH:17]=[CH2:18])[C:14]([OH:27])=[O:28])[CH:24]=[CH:23][C:22]=1[Cl:25] |f:2.3.4|. Procedure: Combine (S)-4-benzyl-3-(2-(3,4-dichlorophenyl)pent-4-enoyl)-2-oxazolidinone (13.7 g, 34.0 mol), tetrahydrofuran (300 mL), and water (60 mL). Cool in an ice bath. Add lithium hydroxide hydrate (1.7 g, 71.0 mmol) and an aqueous solution of hydrogen peroxide (12 mL, 30% 140 mmol). After 2 hours, quench by the addition of an aqueous 10% sodium thiosulfate solution (100 mL). Add an aqueous 1 M sodium hydroxide solution and extract twice with diethyl ether. Cool the aqueous layer in an ice bath, acidi...